Dataset: the Open Reaction Database (ORD), a public repository of structured organic reaction records. Task: describe an organic reaction: reactants, conditions, products, and yield Starting materials: C(=O)(OC)C1=CC=C(C=C1)CC(C)=O (1-(4-carbomethoxyphenyl)propan-2-one), OC(CN)C1=CC(=CC=C1)C(F)(F)F (2-hydroxy-2-(3-trifluoromethylphenyl)ethanamine), [BH4-].[Na+] (sodium borohydride). The solvent is C1=CC=CC=C1 (benzene). Yields the product C(=O)(OC)C1=CC=C(C=C1)CC(C)NCC(C1=CC(=CC=C1)C(F)(F)F)O (N-(2-(4-Carbomethoxyphenyl)-1-methylethyl)-2-hydroxy-2-(3-trifluoromethylphenyl) ethanamine). Reaction SMILES: [C:1]([C:5]1[CH:10]=[CH:9][C:8]([CH2:11][C:12](=O)[CH3:13])=[CH:7][CH:6]=1)([O:3][CH3:4])=[O:2].[OH:15][CH:16]([C:19]1[CH:24]=[CH:23][CH:22]=[C:21]([C:25]([F:28])([F:27])[F:26])[CH:20]=1)[CH2:17][NH2:18].[BH4-].[Na+]>C1C=CC=CC=1>[C:1]([C:5]1[CH:10]=[CH:9][C:8]([CH2:11][CH:12]([NH:18][CH2:17][CH:16]([OH:15])[C:19]2[CH:24]=[CH:23][CH:22]=[C:21]([C:25]([F:27])([F:28])[F:26])[CH:20]=2)[CH3:13])=[CH:7][CH:6]=1)([O:3][CH3:4])=[O:2] |f:2.3|. Reported procedure: A mixture of 1-(4-carbomethoxyphenyl)propan-2-one (2.25 g) and 2-hydroxy-2-(3-trifluoromethylphenyl)ethanamine (2.4 g) in benzene (100 ml) was refluxed under Dean & Stark conditions for 2 hours. The resulting adduct was reduced with sodium borohydride and the product was isolated as in part 1). Crystallisation from ether gave the title compound m.p. 73°-88° as a 50:50 mixture of diastereoisomers. Recrystallisation of this mixture from ethyl acetate gave a sample m.p. 82°-85°, predominantly the R... Reactants: ClC1=CC=C(C=C1)P(C1=CC=C(C=C1)Cl)C1=CC=C(C=C1)Cl (tris(4-chlorophenyl)phosphine), S(=O)(=O)(OC)C1=CC=C(C)C=C1 (methyl tosylate). The product is S(=O)(=O)([O-])C1=CC=C(C)C=C1.C[P+](C1=CC=C(C=C1)Cl)(C1=CC=C(C=C1)Cl)C1=CC=C(C=C1)Cl (Methyltris(4-chlorophenyl)phosphonium tosylate). The yield is 91.7%. RXN SMILES: [Cl:1][C:2]1[CH:7]=[CH:6][C:5]([P:8]([C:16]2[CH:21]=[CH:20][C:19]([Cl:22])=[CH:18][CH:17]=2)[C:9]2[CH:14]=[CH:13][C:12]([Cl:15])=[CH:11][CH:10]=2)=[CH:4][CH:3]=1.[S:23]([C:28]1[CH:34]=[CH:33][C:31]([CH3:32])=[CH:30][CH:29]=1)([O:26][CH3:27])(=[O:25])=[O:24]>>[S:23]([C:28]1[CH:34]=[CH:33][C:31]([CH3:32])=[CH:30][CH:29]=1)([O-:26])(=[O:25])=[O:24].[CH3:27][P+:8]([C:16]1[CH:21]=[CH:20][C:19]([Cl:22])=[CH:18][CH:17]=1)([C:9]1[CH:14]=[CH:13][C:12]([Cl:15])=[CH:11][CH:10]=1)[C:5]1[CH:6]=[CH:7][C:2]([Cl:1])=[CH:3][CH:4]=1 |f:2.3|. Procedure details: A mixture of 2.08 g (5.69 mmol) of tris(4-chlorophenyl)phosphine and 1.03 g (5.53 mmol) of methyl tosylate was allowed to react for 1 hr at 125° C. A total of 2.80 g (5.07 mmol, 91.7%) of product was obtained, which was further purified by recrystallization from 97:3 toluene-ethanol. Analyses: mp 176.5°-177.5° C. The reactants are ice water, COC=1C=CC(=C2C=C(OC21)C(C)C)C(=O)O (7-methoxy-2-(1-methylethyl)benzofuran-4-carboxylic acid), S(=O)(Cl)Cl (thionyl chloride), ClC=1C=NC=C(C1NC(=O)C=1C=CC(=C2C1C=C(O2)C)OC)Cl (N-(3,5-Dichloropyrid-4-yl)-7-methoxy-2-methylbenzofuran-4-carboxamide), NC1=C(C=C(C(=O)OC)C=C1Cl)Cl (methyl 4-amino-3,5-dichlorobenzoate), Cl (hydrochloric acid). The solvent is C1(=CC=CC=C1)C (toluene), O1CCCC1 (tetrahydrofuran), C(C)N(CC)CC (triethylamine). Product: ClC1=C(C(=CC(=C1)C(=O)OC)Cl)NC(=O)C=1C=CC(=C2C1C=C(O2)C(C)C)OC (N-(2,6-Dichloro-4-methoxycarbonylphenyl)-7-methoxy-2-(1-methylethyl)benzofuran-4-carboxamide). As a reaction SMILES: [NH2:1][C:2]1[C:11]([Cl:12])=[CH:10][C:5]([C:6]([O:8][CH3:9])=[O:7])=[CH:4][C:3]=1[Cl:13].ClC1C=NC=C(Cl)C=1NC(C1C=CC(OC)=C2OC(C)=CC=12)=O.[CH3:37][O:38][C:39]1[CH:40]=[CH:41][C:42]([C:51](O)=[O:52])=[C:43]2[C:47]=1[O:46][C:45]([CH:48]([CH3:50])[CH3:49])=[CH:44]2.S(Cl)(Cl)=O.Cl>O1CCCC1.C1(C)C=CC=CC=1.C(N(CC)CC)C>[Cl:13][C:3]1[CH:4]=[C:5]([C:6]([O:8][CH3:9])=[O:7])[CH:10]=[C:11]([Cl:12])[C:2]=1[NH:1][C:51]([C:42]1[CH:41]=[CH:40][C:39]([O:38][CH3:37])=[C:47]2[O:46][C:45]([CH:48]([CH3:50])[CH3:49])=[CH:44][C:43]=12)=[O:52]. Procedure details: 2.0 g of triethylamine were added to a solution of 4.4 g of methyl 4-amino-3,5-dichlorobenzoate in 50 ml of tetrahydrofuran and the mixture was stirred (solution 1). In parallel to this, 4.7 g of 7-methoxy-2-(1-methylethyl)benzofuran-4-carboxylic acid were stirred at 80° C. for 3 h with 10.0 ml of thionyl chloride in 40 ml of toluene and the mixture was then evaporated in vacuo. About 20 ml of toluene were added to the residue and the solution was evaporated again in vacuo. The residue was then ... The reactants are [N+](=O)([O-])C=1C=C(C(=O)OC)C=CC1Cl (Methyl 3-nitro-4-chlorobenzoate), [N+](=O)([O-])C=1C=C(C(=O)OC)C=CC1Cl (Methyl 3-nitro-4-chlorobenzoate), C[O-].[Na+] (sodium methoxide). The solvent is CO (methanol). Yields the product [N+](=O)([O-])C=1C=C(C(=O)OC)C=CC1OC (methyl 3-nitro-4-methoxybenzoate). Reaction SMILES: [N+:1]([C:4]1[CH:5]=[C:6]([CH:11]=[CH:12][C:13]=1Cl)[C:7]([O:9][CH3:10])=[O:8])([O-:3])=[O:2].[CH3:15][O-:16].[Na+]>CO>[N+:1]([C:4]1[CH:5]=[C:6]([CH:11]=[CH:12][C:13]=1[O:16][CH3:15])[C:7]([O:9][CH3:10])=[O:8])([O-:3])=[O:2] |f:1.2|. Reported procedure: Methyl 3-nitro-4-chlorobenzoate (COMPOUND XIII) (see above for synthesis of 4-chloro-anti-CG) (1 equivalent) is treated with sodium methoxide (1.1 equivalent) in methanol with heating to produce the methyl 3-nitro-4-methoxybenzoate (COMPOUND XIV) which is purified by column chromatography and/or crystallization. The reactants are [H-].[Na+] (NaH), C(C)(=O)NC=1C(=C(C=CC1)C=1NC2=CC(=CC=C2C1C1CCCCC1)C(=O)OC)NC(CCl)=O (methyl 2-{3-(acetylamino)-2-[(chloroacetyl)amino]phenyl}-3-cyclohexyl-1H-indole-6-carboxylate). Run in CN(C)C=O (DMF). Conditions: time 1 hour. Yields the product C(C)(=O)NC1=CC=CC=2C=3N(CC(NC21)=O)C=2C=C(C=CC2C3C3CCCCC3)C(=O)OC (methyl 4-(acetylamino)-13-cyclohexyl-6-oxo-6,7-dihydro-5H-indolo[1,2-d][1,4]-benzodiazepine-10-carboxylate). The yield is 94.0%. As a reaction SMILES: [H-].[Na+].[C:3]([NH:6][C:7]1[C:8]([NH:32][C:33](=[O:36])[CH2:34]Cl)=[C:9]([C:13]2[NH:14][C:15]3[C:20]([C:21]=2[CH:22]2[CH2:27][CH2:26][CH2:25][CH2:24][CH2:23]2)=[CH:19][CH:18]=[C:17]([C:28]([O:30][CH3:31])=[O:29])[CH:16]=3)[CH:10]=[CH:11][CH:12]=1)(=[O:5])[CH3:4]>CN(C=O)C>[C:3]([NH:6][C:7]1[C:8]2[NH:32][C:33](=[O:36])[CH2:34][N:14]3[C:15]4[CH:16]=[C:17]([C:28]([O:30][CH3:31])=[O:29])[CH:18]=[CH:19][C:20]=4[C:21]([CH:22]4[CH2:27][CH2:26][CH2:25][CH2:24][CH2:23]4)=[C:13]3[C:9]=2[CH:10]=[CH:11][CH:12]=1)(=[O:5])[CH3:4] |f:0.1|. Procedure: NaH (60% dispersion in mineral oil) (1.7 eq) was added to a stirred solution of methyl 2-{3-(acetylamino)-2-[(chloroacetyl)amino]phenyl}-3-cyclohexyl-1H-indole-6-carboxylate in anhydrous DMF (0.02 M) at RT under N2. The reaction was stirred vigorously for 1 h before quenching with 1N HCl (aq) and extracting into EtOAc. The aqueous phase was extracted a second time with EtOAc and the combined organics washed well with 1N HCl (aq), water and brine before being dried over anhydrous sodium sulfate, ... Reactants: COC(=O)C=1C(=C2C=C(C(N(C2=C(N1)C=1C=NC=C(C1)F)CC1=CC=CC=C1)=O)C1=CC=CC=C1)O (1-benzyl-8-(5-fluoro-pyridin-3-yl)-5-hydroxy-2-oxo-3-phenyl-1,2-dihydro-[1,7]naphthyridine-6-carboxylic acid methyl ester), NCCC(=O)O (β-alanine), C[O-].[Na+] (NaOMe). Run in C(=O)(O)[O-].[Na+] (NaHCO3). Yields the product C(C1=CC=CC=C1)N1C(=C(C2=CC(C(NC2=C1C=1C=NC=C(C1)F)=O)C1=CC=CC=C1)O)C(=O)NCCC(=O)O (3-{[7-Benzyl-8-(5-fluoro-pyridin-3-yl)-5-hydroxy-2-oxo-3-phenyl-1,2-dihydro-[1,7]naphthyridine-6-carbonyl]-amino}-propionic acid). The yield is 77.3%. RXN SMILES: CO[C:3]([C:5]1[C:6]([OH:36])=[C:7]2[C:12](=[C:13]([C:15]3[CH:16]=[N:17][CH:18]=[C:19]([F:21])[CH:20]=3)[N:14]=1)[N:11](CC1C=CC=CC=1)[C:10](=[O:29])[C:9]([C:30]1[CH:35]=[CH:34][CH:33]=[CH:32][CH:31]=1)=[CH:8]2)=[O:4].[NH2:37][CH2:38][CH2:39][C:40]([OH:42])=[O:41].C[O-].[Na+]>C([O-])(O)=O.[Na+]>[CH2:9]([N:14]1[C:13]([C:15]2[CH:16]=[N:17][CH:18]=[C:19]([F:21])[CH:20]=2)=[C:12]2[C:7](=[CH:8][CH:9]([C:30]3[CH:31]=[CH:32][CH:33]=[CH:34][CH:35]=3)[C:10](=[O:29])[NH:11]2)[C:6]([OH:36])=[C:5]1[C:3]([NH:37][CH2:38][CH2:39][C:40]([OH:42])=[O:41])=[O:4])[C:30]1[CH:35]=[CH:34][CH:33]=[CH:32][CH:31]=1 |f:2.3,4.5|. Reported procedure: A mixture of 1-benzyl-8-(5-fluoro-pyridin-3-yl)-5-hydroxy-2-oxo-3-phenyl-1,2-dihydro-[1,7]naphthyridine-6-carboxylic acid methyl ester (32 mg, 0.067 mmol), β-alanine (593 mg, 6.7 mmol) and NaOMe solution (10 mL, 5.0 mmol, 0.5 M in MeOH) was refluxed for 16 h. After the mixture was cooled to r.t., the solvent was evaporated in vacuo. The residue was partitioned between EtOAc and water. 1 M HCl was added with vigorous stirring until pH was about 3-4. The aqueous layer was extracted with additional... Starting materials: CN[C@@H](CC1=CNC=N1)C(=O)O (Nα -Methyl-L-histidine), C([O-])([O-])=O.[Na+].[Na+] (sodium carbonate), C(C1=CC=CC=C1)OC(=O)N1[C@@H](CCC1=O)C(=O)O (Benzyloxycarbonyl-L-pyroglutamic acid), ester. Solvent: O (water), O1CCOCC1 (dioxane). Run at time 15 hour. The product is C(C1=CC=CC=C1)OC(=O)N1[C@@H](CCC1=O)C(=O)N([C@@H](CC1=CNC=N1)C(=O)O)C (Benzyloxycarbonyl-L-pyroglutamyl-Nα -methyl-L-histidine). Reaction SMILES: [CH3:1][NH:2][C@H:3]([C:10]([OH:12])=[O:11])[CH2:4][C:5]1[N:9]=[CH:8][NH:7][CH:6]=1.C(=O)([O-])[O-].[Na+].[Na+].[CH2:19]([O:26][C:27]([N:29]1[C:33](=[O:34])[CH2:32][CH2:31][C@H:30]1[C:35]([OH:37])=O)=[O:28])[C:20]1[CH:25]=[CH:24][CH:23]=[CH:22][CH:21]=1>O.O1CCOCC1>[CH2:19]([O:26][C:27]([N:29]1[C:33](=[O:34])[CH2:32][CH2:31][C@H:30]1[C:35]([N:2]([CH3:1])[C@H:3]([C:10]([OH:12])=[O:11])[CH2:4][C:5]1[N:9]=[CH:8][NH:7][CH:6]=1)=[O:37])=[O:28])[C:20]1[CH:21]=[CH:22][CH:23]=[CH:24][CH:25]=1 |f:1.2.3|. Procedure details: Nα -Methyl-L-histidine (428 mg) and sodium carbonate (288 mg) was dissolved in water (5 ml) and the solution adjusted to pH 8.5. Benzyloxycarbonyl-L-pyroglutamic acid N-hydroxsuccinimido ester (933 mg) in dioxane (5 ml) was added and the solution stirred for 15 hrs at 22°. The solution was evaporated and the residue chromatographed on a silica gel column (15 × 330 mm) using isopropanol-ethyl acetate - acetic acid - water (3 : 1 : 1 : 1) as eluant to give, after evaporation of the appropriate fra... The product is CSC=1C=C(C=CC1)NC#N ((3-methylthio-phenyl)-cyanamide). As a reaction SMILES: [CH3:1][S:2][C:3]1[CH:4]=[C:5]([CH:7]=[CH:8][CH:9]=1)[NH2:6].[N:10]#[C:11]Br>C(OCC)C>[CH3:1][S:2][C:3]1[CH:4]=[C:5]([NH:6][C:11]#[N:10])[CH:7]=[CH:8][CH:9]=1. Starting materials: CSC=1C=C(N)C=CC1 (3-Methylthio-aniline), N#CBr (cyanogen bromide), N#CBr (Cyanogen bromide). Reported procedure: To a cooled solution (0° C.) of 3-Methylthio-aniline (1.850 g, 13.30 mmol) in anhydrous diethylether (10 ml) was added a diethylether solution (10 ml) of cyanogen bromide (0.704 g, 6.65 mmol). CAUTION: Cyanogen bromide is highly toxic. The resulting solution was allowed to stir at room temperature over night. The resulting mixture was filtered to remove the precipitate and the diethylether filtrate was washed with 1M HCl (20 ml) and brine (20 ml) before the solvent was removed under vacuum to yi... The solvent is C(C)OCC (diethylether), C(C)OCC (diethylether). The reactants are [Si](C1=CC=CC=C1)(C1=CC=CC=C1)(C(C)(C)C)OCC=1C(=C(C2=C(C(=NO2)C(=O)OCC)C1)F)N1C[C@H](O[C@@H](C1)C)C (ethyl 5-((tert-butyldiphenylsilyloxy)methyl)-6-((2R,6R)-2,6-dimethylmorpholino)-7-fluorobenzo[d]isoxazole-3-carboxylate), [Si](C1=CC=CC=C1)(C1=CC=CC=C1)(C(C)(C)C)OCC=1C(=C(C2=C(C(=NO2)C(=O)OCC)C1)F)N1C[C@H](O[C@@H](C1)C)C (ethyl 5-((tert-butyldiphenylsilyloxy)methyl)-6-((2R,6R)-2,6-dimethylmorpholino)-7-fluorobenzo[d]isoxazole-3-carboxylate), CN (methylamine). Product: [Si](C1=CC=CC=C1)(C1=CC=CC=C1)(C(C)(C)C)OCC=1C(=C(C2=C(C(=NO2)C(=O)NC)C1)F)N1C[C@H](O[C@@H](C1)C)C (5-((tert-butyldiphenylsilyloxy)methyl)-6-((2R,6R)-2,6-dimethylmorpholino)-7-fluoro-N-methylbenzo[d]isoxazole-3-carboxamide). RXN SMILES: [Si:1]([O:18][CH2:19][C:20]1[C:21]([N:35]2[CH2:40][C@@H:39]([CH3:41])[O:38][C@H:37]([CH3:42])[CH2:36]2)=[C:22]([F:34])[C:23]2[O:27][N:26]=[C:25]([C:28]([O:30]CC)=O)[C:24]=2[CH:33]=1)([C:14]([CH3:17])([CH3:16])[CH3:15])([C:8]1[CH:13]=[CH:12][CH:11]=[CH:10][CH:9]=1)[C:2]1[CH:7]=[CH:6][CH:5]=[CH:4][CH:3]=1.[CH3:43][NH2:44]>>[Si:1]([O:18][CH2:19][C:20]1[C:21]([N:35]2[CH2:40][C@@H:39]([CH3:41])[O:38][C@H:37]([CH3:42])[CH2:36]2)=[C:22]([F:34])[C:23]2[O:27][N:26]=[C:25]([C:28]([NH:44][CH3:43])=[O:30])[C:24]=2[CH:33]=1)([C:14]([CH3:16])([CH3:15])[CH3:17])([C:2]1[CH:7]=[CH:6][CH:5]=[CH:4][CH:3]=1)[C:8]1[CH:9]=[CH:10][CH:11]=[CH:12][CH:13]=1. Procedure details: Starting materials: ethyl 5-((tert-butyldiphenylsilyloxy)methyl)-6-((2R,6R)-2,6-dimethylmorpholino)-7-fluorobenzo[d]isoxazole-3-carboxylate (Intermediate 210, 5.16 g, 8.73 mmol) and methylamine (2M in THF). Reactants: C1CCOC1, O=CCC1CN(Cc2ccccc2)CCN1Cc1ccccc1, [Li]c1ccccc1. The product is OC(CC1CN(Cc2ccccc2)CCN1Cc1ccccc1)c1ccccc1. As a reaction SMILES: [CH2:31]1[O:32][CH2:33][CH2:34][CH2:35]1.[CH2:8]([c:9]1[cH:10][cH:11][cH:12][cH:13][cH:14]1)[N:15]1[CH:16]([CH2:28][CH:29]=[O:30])[CH2:17][N:18]([CH2:21][c:22]2[cH:23][cH:24][cH:25][cH:26][cH:27]2)[CH2:19][CH2:20]1.[Li:1][c:2]1[cH:3][cH:4][cH:5][cH:6][cH:7]1>>[c:2]1([CH:29]([CH2:28][CH:16]2[N:15]([CH2:8][c:9]3[cH:10][cH:11][cH:12][cH:13][cH:14]3)[CH2:20][CH2:19][N:18]([CH2:21][c:22]3[cH:23][cH:24][cH:25][cH:26][cH:27]3)[CH2:17]2)[OH:30])[cH:3][cH:4][cH:5][cH:6][cH:7]1.